This data is from the Open Reaction Database (ORD), a public repository of structured organic reaction records. The task is: describe an organic reaction: reactants, conditions, products, and yield Reactants: C1CCC2=NCCCN2CC1 (DBU), NC1=NC(=NC(=C1OC1=C(C=CC=C1)OC)Cl)C1=CC=NC=C1 (4-Amino-6-chloro-5-(o-methoxyphenoxy)-2-(4-pyridyl)-pyrimidine), C(C)NS(=O)(=O)Cl (ethyl-sulfamoylchloride). The reagents and catalysts are CN(C)C=1C=CN=CC1 (DMAP). The solvent is C(Cl)Cl (DCM), C1CCOC1 (THF). Run at time 12 hour. Yields the product ClC1=C(C(=NC(=N1)C1=CC=NC=C1)NS(NCC)(=O)=O)OC1=C(C=CC=C1)OC (ethyl sulfamic acid-[6-chloro-5-(o-methoxy-phenoxy)-2-(4-pyridyl)-pyrimidin-4-yl]-amide). Reaction SMILES: [NH2:1][C:2]1[C:7]([O:8][C:9]2[CH:14]=[CH:13][CH:12]=[CH:11][C:10]=2[O:15][CH3:16])=[C:6]([Cl:17])[N:5]=[C:4]([C:18]2[CH:23]=[CH:22][N:21]=[CH:20][CH:19]=2)[N:3]=1.C1CCN2C(=NCCC2)CC1.[CH2:35]([NH:37][S:38](Cl)(=[O:40])=[O:39])[CH3:36]>C1COCC1.C(Cl)Cl.CN(C1C=CN=CC=1)C>[Cl:17][C:6]1[N:5]=[C:4]([C:18]2[CH:19]=[CH:20][N:21]=[CH:22][CH:23]=2)[N:3]=[C:2]([NH:1][S:38](=[O:40])(=[O:39])[NH:37][CH2:35][CH3:36])[C:7]=1[O:8][C:9]1[CH:14]=[CH:13][CH:12]=[CH:11][C:10]=1[O:15][CH3:16]. Procedure details: 4-Amino-6-chloro-5-(o-methoxyphenoxy)-2-(4-pyridyl)-pyrimidine (100 mg) was dissolved in THF (5 ml) and DCM (5 ml). DBU (46 mg) and DMAP (37 mg) were added followed by the addition of ethyl-sulfamoylchloride (prepared from ethylamine hydrochloride and sulfuryl chloride). The mixture was stirred for 12 h at r.t. The solvent was evaporated. Water and a 10% solution of citric acid were added followed by extraction with EtOAc and DCM. The combined organic layers were dried over sodium sulfate and th... Reactants: ClC1=C(C=CC(=C1)NC1=C(C=C(C=C1)F)F)C(=O)C1=C(C=CC(=C1)C=1N=NN(C1)CCOC1OCCCC1)C ([2-Chloro-4-(2,4-difluoro-phenylamino)-phenyl]-(2-methyl-5-{1-[2-(tetrahydro-pyran-2-yloxy)-ethyl]-1H-[1,2,3]triazol-4-yl}-phenyl)-methanone), ClC1=C(C=CC(=C1)NC1=CC=C(C=C1)F)C(=O)C1=C(C=CC(=C1)C#C)C ([2-Chloro-4-(4-fluoro-phenylamino)-phenyl]-(5-ethynyl-2-methyl-phenyl)-methanone), N(=[N+]=[N-])CC(=O)N (2-Azido-acetamide). The product is ClC1=C(C(=O)C=2C=C(C=CC2C)C=2N=NN(C2)CC(=O)N)C=CC(=C1)NC1=CC=C(C=C1)F (2-(4-{3-[2-Chloro-4-(4-fluoro-phenylamino)-benzoyl]-4-methyl-phenyl}-[1,2,3]triazol-1-yl)-acetamide). As a reaction SMILES: [Cl:1][C:2]1[CH:7]=[C:6]([NH:8][C:9]2[CH:14]=[CH:13][C:12]([F:15])=[CH:11][C:10]=2F)[CH:5]=[CH:4][C:3]=1[C:17]([C:19]1[CH:24]=[C:23]([C:25]2[N:26]=[N:27][N:28]([CH2:30][CH2:31][O:32]C3CCCCO3)[CH:29]=2)[CH:22]=[CH:21][C:20]=1[CH3:39])=[O:18].ClC1C=C([NH:47]C2C=CC(F)=CC=2)C=CC=1C(C1C=C(C#C)C=CC=1C)=O.N(CC(N)=O)=[N+]=[N-]>>[Cl:1][C:2]1[CH:7]=[C:6]([NH:8][C:9]2[CH:14]=[CH:13][C:12]([F:15])=[CH:11][CH:10]=2)[CH:5]=[CH:4][C:3]=1[C:17]([C:19]1[CH:24]=[C:23]([C:25]2[N:26]=[N:27][N:28]([CH2:30][C:31]([NH2:47])=[O:32])[CH:29]=2)[CH:22]=[CH:21][C:20]=1[CH3:39])=[O:18]. Reported procedure: The reaction was carried out similarly as described in the preparation of compound 101, using compound 432 (1.04 mmol) and compound 411 (1.5 mmol). The crude product was purified by continuous gradient flash chromatography using EtOAc/DCM/petroleum ether (40-60) 0:80:20, 0:100:0 and 10:90:0 as the eluent to afford the title compound as yellow solid. The reactants are COC(=O)C=1N=C(C=2C(N(C=CC2C1O)CC1=CC=CC=C1)=O)C#N (7-benzyl-1-cyano-4-hydroxy-8-oxo-7,8-dihydro-[2,7]naphthyridine-3-carboxylic acid methyl ester), C1(CC1)N (cyclopropylamine), O (water). Solvent: CCO (EtOH). Conditions: temperature 80 celsius. Yields the product C1(CC1)NC(=O)C=1N=C(C=2C(N(C=CC2C1O)CC1=CC=CC=C1)=O)C#N (7-Benzyl-1-cyano-4-hydroxy-8-oxo-7,8-dihydro-[2,7]naphthyridine-3-carboxylic acid cyclopropylamide). Isolated yield 61.7%. RXN SMILES: CO[C:3]([C:5]1[N:6]=[C:7]([C:24]#[N:25])[C:8]2[C:9](=[O:23])[N:10]([CH2:16][C:17]3[CH:22]=[CH:21][CH:20]=[CH:19][CH:18]=3)[CH:11]=[CH:12][C:13]=2[C:14]=1[OH:15])=[O:4].[CH:26]1([NH2:29])[CH2:28][CH2:27]1.O>CCO>[CH:26]1([NH:29][C:3]([C:5]2[N:6]=[C:7]([C:24]#[N:25])[C:8]3[C:9](=[O:23])[N:10]([CH2:16][C:17]4[CH:18]=[CH:19][CH:20]=[CH:21][CH:22]=4)[CH:11]=[CH:12][C:13]=3[C:14]=2[OH:15])=[O:4])[CH2:28][CH2:27]1. Reported procedure: A mixture of 7-benzyl-1-cyano-4-hydroxy-8-oxo-7,8-dihydro-[2,7]naphthyridine-3-carboxylic acid methyl ester (27 mg, 0.081 mmol) and cyclopropylamine (0.060 mL, 0.81 mmol) in 2 mL of EtOH was heated in a sealed tube at 80° C. for 4 h. After cooling to r.t., water (3 mL) were added. The mixture was extracted with EtOAc. The organic layer was dried over MgSO4 and concentrated. The crude product was chromatographed (0-15% EtOAc/CH2Cl2) to give 18 mg of the title compound as a white solid. MS: (−) m/... Starting materials: NC=1C=C2CCCNC2=C(C1)C(=O)OC (methyl 6-amino-1,2,3,4-tetrahydroquinoline-8-carboxylate), CS(=O)(=O)Cl (methanesulfonyl chloride). Yields the product CS(=O)(=O)NC=1C=C2CCCNC2=C(C1)C(=O)O (6-Methanesulfonylamino-1,2,3,4-tetrahydroquinoline-8-carboxylic acid). The yield is 79.9%. Reaction SMILES: [NH2:1][C:2]1[CH:3]=[C:4]2[C:9](=[C:10]([C:12]([O:14]C)=[O:13])[CH:11]=1)[NH:8][CH2:7][CH2:6][CH2:5]2.[CH3:16][S:17](Cl)(=[O:19])=[O:18]>>[CH3:16][S:17]([NH:1][C:2]1[CH:3]=[C:4]2[C:9](=[C:10]([C:12]([OH:14])=[O:13])[CH:11]=1)[NH:8][CH2:7][CH2:6][CH2:5]2)(=[O:19])=[O:18]. Procedure details: The title compound was prepared (79.9% yield) from methyl 6-amino-1,2,3,4-tetrahydroquinoline-8-carboxylate by the same procedure as in Example 32 by using methanesulfonyl chloride instead of p-toluenesulfonyl chloride. This compound was recrystallized form ethanol to give yellow crystals, mp 244° C. The reactants are O=C(c1ccc(OCc2ccccc2)cc1)c1n[nH]c2c(C(F)(F)F)cccc12, [H-], CC(C)I, [Na+], CN(C)C=O. Yields the product CC(C)n1nc(C(=O)c2ccc(OCc3ccccc3)cc2)c2cccc(C(F)(F)F)c21. Reaction SMILES: [CH2:1]([c:2]1[cH:3][cH:4][cH:5][cH:6][cH:7]1)[O:8][c:9]1[cH:10][cH:11][c:12]([C:15](=[O:16])[c:17]2[n:18][nH:19][c:20]3[c:21]([C:26]([F:27])([F:28])[F:29])[cH:22][cH:23][cH:24][c:25]23)[cH:13][cH:14]1.[H-:30].[I:32][CH:33]([CH3:34])[CH3:35].[Na+:31].[O:36]=[CH:37][N:38]([CH3:39])[CH3:40]>>[CH2:1]([c:2]1[cH:3][cH:4][cH:5][cH:6][cH:7]1)[O:8][c:9]1[cH:10][cH:11][c:12]([C:15](=[O:16])[c:17]2[n:18][n:19]([CH:33]([CH3:34])[CH3:35])[c:20]3[c:21]([C:26]([F:27])([F:28])[F:29])[cH:22][cH:23][cH:24][c:25]23)[cH:13][cH:14]1. Starting materials: O=C1CCC(=O)N1Br, C1CCOC1, COC(=O)c1nccnc1N, [Na+], [Na+], O=S(=O)([O-])[O-], O. Yields the product COC(=O)c1nc(Br)cnc1N. As a reaction SMILES: [Br:12][N:13]1[C:14](=[O:15])[CH2:16][CH2:17][C:18]1=[O:19].[CH2:27]1[O:28][CH2:29][CH2:30][CH2:31]1.[NH2:1][c:2]1[n:3][cH:4][cH:5][n:6][c:7]1[C:8](=[O:9])[O:10][CH3:11].[Na+:20].[Na+:21].[O-:22][S:23](=[O:24])(=[O:25])[O-:26].[OH2:32]>>[NH2:1][c:2]1[n:3][cH:4][c:5]([Br:12])[n:6][c:7]1[C:8](=[O:9])[O:10][CH3:11]. The reactants are C(=O)(O)C1=CC=C(C=O)C=C1 (4-carboxybenzaldehyde), NC1=C(C=CC=C1)O (2-aminophenol), C(#N)C(=C(C#N)C#N)C#N (Tetracyanoethylene). Solvent: CC(=O)N(C)C (DMA). Reaction conditions: time 24 hour. Product: C(=O)(O)C1=CC=C(C=C1)C=1OC2=C(N1)C=CC=C2 (2-(4-Carboxyphenyl)benzoxazole). Reaction SMILES: [C:1]([C:4]1[CH:11]=[CH:10][C:7]([CH:8]=[O:9])=[CH:6][CH:5]=1)([OH:3])=[O:2].[NH2:12][C:13]1[CH:18]=[CH:17][CH:16]=[CH:15][C:14]=1O.C(C(C#N)=C(C#N)C#N)#N>CC(N(C)C)=O>[C:1]([C:4]1[CH:11]=[CH:10][C:7]([C:8]2[O:9][C:14]3[CH:15]=[CH:16][CH:17]=[CH:18][C:13]=3[N:12]=2)=[CH:6][CH:5]=1)([OH:3])=[O:2]. Reported procedure: Resin-bound 4-carboxybenzaldehyde (subn. 0.60 mmol/g, 400 mg, 0.24 mmol) was treated with a solution of 2-aminophenol (262 mg, 2.4 mmol) in DMA (3 mL). The suspension was shaken at room temperature for 24 h. Tetracyanoethylene (307 mg, 2.4 mmol) was added, and the mixture stirred at room temperature for an additional 24 h. The resin was filtered, washed with DMA and DCM, and dried under high vacuum. The benzoxazole was cleaved from the solid support with 20% (v/v) TFA in DCM (2×5 mL, 15 min) and... Reactants: BrC=1C=CC2=C(C=C(CCS2(=O)=O)C(=O)OC)C1 (methyl 7-bromo-1,1-dioxo-2,3-dihydro-1-benzothiepine-4-carboxylate), B(OC1=CC=C(C=C1)CC)([O-])[O-] (4-ethylphenyl borate), C([O-])([O-])=O.[K+].[K+] (potassium carbonate). Reagents/catalysts: C=1C=CC(=CC1)[P](C=2C=CC=CC2)(C=3C=CC=CC3)[Pd]([P](C=4C=CC=CC4)(C=5C=CC=CC5)C=6C=CC=CC6)([P](C=7C=CC=CC7)(C=8C=CC=CC8)C=9C=CC=CC9)[P](C=1C=CC=CC1)(C=1C=CC=CC1)C=1C=CC=CC1 (tetrakistriphenylphosphinepalladium). Run in C1(=CC=CC=C1)C.C(C)O.O (toluene ethanol water). Conditions: time 1 hour. The product is C(C)C1=CC=C(C=C1)C=1C=CC2=C(C=C(CCS2(=O)=O)C(=O)OC)C1 (methyl 7-(4-ethylphenyl)-1,1-dioxo-2,3-dihydro-1-benzothiepine-4-carboxylate). Yield: 85.0%. Reaction SMILES: Br[C:2]1[CH:3]=[CH:4][C:5]2[S:11](=[O:13])(=[O:12])[CH2:10][CH2:9][C:8]([C:14]([O:16][CH3:17])=[O:15])=[CH:7][C:6]=2[CH:18]=1.B([O-])([O-])O[C:21]1[CH:26]=[CH:25][C:24]([CH2:27][CH3:28])=[CH:23][CH:22]=1.C(=O)([O-])[O-].[K+].[K+]>C1(C)C=CC=CC=1.C(O)C.O.C1C=CC([P]([Pd]([P](C2C=CC=CC=2)(C2C=CC=CC=2)C2C=CC=CC=2)([P](C2C=CC=CC=2)(C2C=CC=CC=2)C2C=CC=CC=2)[P](C2C=CC=CC=2)(C2C=CC=CC=2)C2C=CC=CC=2)(C2C=CC=CC=2)C2C=CC=CC=2)=CC=1>[CH2:27]([C:24]1[CH:25]=[CH:26][C:21]([C:2]2[CH:3]=[CH:4][C:5]3[S:11](=[O:13])(=[O:12])[CH2:10][CH2:9][C:8]([C:14]([O:16][CH3:17])=[O:15])=[CH:7][C:6]=3[CH:18]=2)=[CH:22][CH:23]=1)[CH3:28] |f:2.3.4,5.6.7,^1:51,53,72,91|. Procedure: Under argon atmosphere, a mixture of methyl 7-bromo-1,1-dioxo-2,3-dihydro-1-benzothiepine-4-carboxylate (0.80 g), 4-ethylphenyl borate (0.40 g) and potassium carbonate (0.67 g) in toluene/ethanol/water (30/3/3 ml) was stirred at room temperature for 1 hour. To the mixture was added tetrakistriphenylphosphinepalladium (0.14 g), and the mixture was refluxed for 15 hours, cooled, extracted with ethyl acetate, washed with saturated brine, dried with magnesium sulfate and concentrated under reduced p... Reactants: CC(=O)O[BH-](OC(C)=O)OC(C)=O, C=O, CC(=O)O, ClCCl, CC(OCC1(c2ccccc2)CCNCC1)c1cc(C(F)(F)F)cc(-c2ccc(F)cc2)n1, [Na+]. Product: CC(OCC1(c2ccccc2)CCN(C)CC1)c1cc(C(F)(F)F)cc(-c2ccc(F)cc2)n1. As a reaction SMILES: [C:36]([O:37][BH-:38]([O:39][C:40](=[O:41])[CH3:42])[O:43][C:44](=[O:45])[CH3:46])(=[O:47])[CH3:48].[CH2:34]=[O:35].[CH3:50][C:51](=[O:52])[OH:53].[Cl:54][CH2:55][Cl:56].[F:1][c:2]1[cH:3][cH:4][c:5](-[c:8]2[n:9][c:10]([CH:18]([CH3:19])[O:20][CH2:21][C:22]3([c:28]4[cH:29][cH:30][cH:31][cH:32][cH:33]4)[CH2:23][CH2:24][NH:25][CH2:26][CH2:27]3)[cH:11][c:12]([C:14]([F:15])([F:16])[F:17])[cH:13]2)[cH:6][cH:7]1.[Na+:49]>>[F:1][c:2]1[cH:3][cH:4][c:5](-[c:8]2[n:9][c:10]([CH:18]([CH3:19])[O:20][CH2:21][C:22]3([c:28]4[cH:29][cH:30][cH:31][cH:32][cH:33]4)[CH2:23][CH2:24][N:25]([CH3:36])[CH2:26][CH2:27]3)[cH:11][c:12]([C:14]([F:15])([F:16])[F:17])[cH:13]2)[cH:6][cH:7]1.